Dataset: the Open Reaction Database (ORD), a public repository of structured organic reaction records. Task: describe an organic reaction: reactants, conditions, products, and yield The reactants are CC(=O)O, [BH3-]C#N, C=O, CO, O=[N+]([O-])c1ccc2[nH]cc(C3=CCNCC3F)c2c1, [Na+], [Na+], [OH-]. The product is CN1CC=C(c2c[nH]c3ccc([N+](=O)[O-])cc23)C(F)C1. Reaction SMILES: [C:22]([OH:23])(=[O:24])[CH3:25].[C:26]([BH3-:27])#[N:28].[CH2:20]=[O:21].[CH3:32][OH:33].[F:1][CH:2]1[CH2:3][NH:4][CH2:5][CH:6]=[C:7]1[c:8]1[cH:9][nH:10][c:11]2[cH:12][cH:13][c:14]([N+:17](=[O:18])[O-:19])[cH:15][c:16]12.[Na+:29].[Na+:31].[OH-:30]>>[F:1][CH:2]1[CH2:3][N:4]([CH3:22])[CH2:5][CH:6]=[C:7]1[c:8]1[cH:9][nH:10][c:11]2[cH:12][cH:13][c:14]([N+:17](=[O:18])[O-:19])[cH:15][c:16]12. The reactants are BrC=1C=C(SC1)N1C(O[C@@]2(C1)CN1CCC2CC1)=O ((R)-3′-(4-bromothiophen-2-yl)spiro[1-azabicyclo[2.2.2]octan-3,5′-oxazolidin]-2′-one), C(CCC)[Sn](C1=NC=CC=C1)(CCCC)CCCC (2-(tri-n-butylstannyl)pyridine). The product is N1=C(C=CC=C1)C=1C=C(SC1)N1C(O[C@@]2(C1)CN1CCC2CC1)=O ((R)-3′-[4-(2-Pyridyl)thiophen-2-yl]spiro[1-azabicyclo[2.2.2]octan-3,5′-oxazolidin]-2′-one). RXN SMILES: Br[C:2]1[CH:3]=[C:4]([N:7]2[CH2:11][C@:10]3([CH:16]4[CH2:17][CH2:18][N:13]([CH2:14][CH2:15]4)[CH2:12]3)[O:9][C:8]2=[O:19])[S:5][CH:6]=1.C([Sn](CCCC)(CCCC)[C:25]1[CH:30]=[CH:29][CH:28]=[CH:27][N:26]=1)CCC>>[N:26]1[CH:27]=[CH:28][CH:29]=[CH:30][C:25]=1[C:2]1[CH:3]=[C:4]([N:7]2[CH2:11][C@:10]3([CH:16]4[CH2:17][CH2:18][N:13]([CH2:14][CH2:15]4)[CH2:12]3)[O:9][C:8]2=[O:19])[S:5][CH:6]=1. Reported procedure: The title compound was prepared by a method analogous to that described in Example 5 from (R)-3′-(4-bromothiophen-2-yl)spiro[1-azabicyclo[2.2.2]octan-3,5′-oxazolidin]-2′-one and 2-(tri-n-butylstannyl)pyridine. The solid obtained from flash chromatography was further purified by reverse phase HPLC on a Polar reverse phase column using a gradient of 5-45% acetonitrile/water (each solvent containing 0.1% trifluoroacetic acid as a buffer) as the eluant. The product-containing fractions were evaporat... The reactants are O=C(O)c1ccc2c(=O)[nH]nc(Cl)c2c1, O=C(O)c1ccc2c(Cl)n[nH]c(=O)c2c1, NCc1cccc(C(F)(F)F)c1, [H-], [Na+], CN(C)C=O, O, O=S(Cl)Cl. Product: O=C(NCc1cccc(C(F)(F)F)c1)c1ccc2c(Cl)n[nH]c(=O)c2c1. RXN SMILES: [Cl:16][c:17]1[c:18]2[c:19]([cH:20][cH:21][c:22]([C:23]([OH:24])=[O:25])[cH:26]2)[c:27](=[O:28])[nH:29][n:30]1.[Cl:1][c:2]1[n:3][nH:4][c:5](=[O:15])[c:6]2[cH:7][c:8]([C:12](=[O:13])[OH:14])[cH:9][cH:10][c:11]12.[F:35][C:36]([c:37]1[cH:38][c:39]([CH2:40][NH2:41])[cH:42][cH:43][cH:44]1)([F:45])[F:46].[H-:48].[Na+:47].[O:50]=[CH:51][N:52]([CH3:53])[CH3:54].[OH2:49].[S:31]([Cl:32])([Cl:33])=[O:34]>>[Cl:1][c:2]1[n:3][nH:4][c:5](=[O:15])[c:6]2[cH:7][c:8]([C:12](=[O:14])[NH:41][CH2:40][c:39]3[cH:38][c:37]([C:36]([F:35])([F:45])[F:46])[cH:44][cH:43][cH:42]3)[cH:9][cH:10][c:11]12. As a reaction SMILES: [CH2:25]([c:26]1[cH:27][cH:28][cH:29][cH:30][cH:31]1)[NH:32][CH2:33][c:34]1[cH:35][cH:36][cH:37][cH:38][cH:39]1.[CH3:1][N:2]1[C:3]2=[CH:4][CH2:5][CH:6]3[CH:7]4[CH2:8][CH2:9][CH:10]([C:22](=[O:23])[OH:24])[C:11]4([CH3:12])[CH2:13][CH2:14][CH:15]3[C:16]2([CH3:21])[CH2:17][CH2:18][C:19]1=[O:20]>>[CH3:1][N:2]1[C:3]2=[CH:4][CH2:5][CH:6]3[CH:7]4[CH2:8][CH2:9][CH:10]([C:22](=[O:23])[N:32]([CH2:25][c:26]5[cH:27][cH:28][cH:29][cH:30][cH:31]5)[CH2:33][c:34]5[cH:35][cH:36][cH:37][cH:38][cH:39]5)[C:11]4([CH3:12])[CH2:13][CH2:14][CH:15]3[C:16]2([CH3:21])[CH2:17][CH2:18][C:19]1=[O:20]. Product: CN1C(=O)CCC2(C)C1=CCC1C2CCC2(C)C(C(=O)N(Cc3ccccc3)Cc3ccccc3)CCC12. The reactants are c1ccc(CNCc2ccccc2)cc1, CN1C(=O)CCC2(C)C1=CCC1C2CCC2(C)C(C(=O)O)CCC12. Starting materials: Cl, O=N[O-], N#Cc1ccc(N)c(Cl)c1, [Na+], O. The product is N#Cc1ccc([N+](=O)[O-])c(Cl)c1. RXN SMILES: [ClH:15].[N:11](=[O:12])[O-:13].[NH2:1][c:2]1[c:3]([Cl:10])[cH:4][c:5]([C:6]#[N:7])[cH:8][cH:9]1.[Na+:14].[OH2:16]>>[c:2]1([N+:11](=[O:12])[O-:13])[c:3]([Cl:10])[cH:4][c:5]([C:6]#[N:7])[cH:8][cH:9]1. Starting materials: O.O.O.O.O.C([O-])([O-])=O.[La+3].C([O-])([O-])=O.C([O-])([O-])=O.[La+3] (Lanthanum (III) carbonate pentahydrate), OS(=O)(=O)C(F)(F)F (triflic acid). The solvent is O (water). The product is O.FC(S(=O)(=O)[O-])(F)F.[La+3].FC(S(=O)(=O)[O-])(F)F.FC(S(=O)(=O)[O-])(F)F (lanthanum (III) trifluoromethanesulfonate hydrate). Reaction SMILES: O.O.O.O.O.C(=O)([O-])[O-:7].[La+3:10].C(=O)([O-])[O-].C(=O)([O-])[O-].[La+3].[OH:20][S:21]([C:24]([F:27])([F:26])[F:25])(=[O:23])=[O:22]>O>[OH2:7].[F:25][C:24]([F:27])([F:26])[S:21]([O-:23])(=[O:22])=[O:20].[La+3:10].[F:25][C:24]([F:27])([F:26])[S:21]([O-:23])(=[O:22])=[O:20].[F:25][C:24]([F:27])([F:26])[S:21]([O-:23])(=[O:22])=[O:20] |f:0.1.2.3.4.5.6.7.8.9,12.13.14.15.16|. Procedure: Lanthanum (III) carbonate pentahydrate (2.74) was suspended in water (20 mL), and triflic acid (9.0 g) was added dropwise. Once the exothermic addition was complete, a clear colorless solution remained which yielded lanthanum (III) trifluoromethanesulfonate hydrate (14.3 g, as a glassy wet solid) after water removal in vacuo. Starting materials: C(C)(=O)O (acetic acid), N1=CC=CC=C1 (pyridine), OC12OC3=C(C1(C(C1=CC(=CC=C12)OC)=O)O)C=CC(=C3)C(C)C (4b, 9b-dihydroxy-7-isopropyl-2-methoxy-4bH-benzo[d]indeno[1,2-b]furan-10(9bH)-one), C1CCOC1 (THF). Isolated yield 51.0%. Reaction SMILES: [OH:1][C:2]12[C:13]3[C:8](=[CH:9][C:10]([O:14][CH3:15])=[CH:11][CH:12]=3)[C:7](=[O:16])[C:6]1([OH:17])[C:5]1[CH:18]=[CH:19][C:20]([CH:22]([CH3:24])[CH3:23])=[CH:21][C:4]=1[O:3]2.[C:25]([OH:28])(=O)[CH3:26].N1C=CC=CC=1.C1C[O:38][CH2:37][CH2:36]1>CN(C1C=CN=CC=1)C>[C:37]([O:17][C:6]1([C:5]2[CH:18]=[CH:19][C:20]([CH:22]([CH3:24])[CH3:23])=[CH:21][C:4]=2[O:3][C:25](=[O:28])[CH3:26])[C:7](=[O:16])[C:8]2[C:13](=[CH:12][CH:11]=[C:10]([O:14][CH3:15])[CH:9]=2)[C:2]1=[O:1])(=[O:38])[CH3:36]. Reagents/catalysts: CN(C)C=1C=CN=CC1 (DMAP). Yields the product C(C)(=O)OC1(C(C2=CC=C(C=C2C1=O)OC)=O)C1=C(C=C(C=C1)C(C)C)OC(C)=O (2-(2-Acetoxy-4-isopropylphenyl)-5-methoxy-1,3-dioxo-2,3-dihydro-1H-inden-2-yl acetate). Procedure details: 4b, 9b-dihydroxy-7-isopropyl-2-methoxy-4bH-benzo[d]indeno[1,2-b]furan-10(9bH)-one (0.30 g, 0.91 mmol) was completely dissolved in anhydrous THF (10 ml). This solution was added with anhydrous acetic acid (0.18 g, 1.82 mmol), pyridine (0.07 g, 0.91 mmol) and DMAP (0.03 g), and stirred at room temperature. The reaction mixture was concentrated, and extracted with ethylacetate, and the concentrated organic layer was purified using column chromatography (ethylacetate:hexane=1:3) to afford the title ... Starting materials: C(C(C)C)P(=O)(CC(C)C)Cl (di-isobutylphosphinyl chloride), C(CCCCCC)[Mg]Br (n-heptylmagnesium bromide), Cl (HCl). Solvent: O1CCCC1 (tetrahydrofuran). The product is C(C(C)C)P(CCCCCCC)(CC(C)C)=O (diisobutyl-n-heptyl-phosphine oxide). As a reaction SMILES: [CH2:1]([P:5](Cl)([CH2:7][CH:8]([CH3:10])[CH3:9])=[O:6])[CH:2]([CH3:4])[CH3:3].[CH2:12]([Mg]Br)[CH2:13][CH2:14][CH2:15][CH2:16][CH2:17][CH3:18].Cl>O1CCCC1>[CH2:1]([P:5](=[O:6])([CH2:7][CH:8]([CH3:10])[CH3:9])[CH2:12][CH2:13][CH2:14][CH2:15][CH2:16][CH2:17][CH3:18])[CH:2]([CH3:4])[CH3:3]. Procedure details: A solution of di-isobutylphosphinyl chloride* (3.9g., 0.02 mole) in tetrahydrofuran (50 ml.) was added dropwise to a refluxing solution of n-heptylmagnesium bromide (prepared from magnesium turnings (1.2g., 0.05 mole), n-heptyl bromide (9.0g., 0.05 mole) and tetrahydrofuran (100 ml.)). The mixture was heated under reflux for 18 hours. After cooling to room temperature, the reaction mixture was poured onto ice and 2N HCl (300 ml.), and extracted with methylene dichloride (4 × 200 ml.). The combin...